Task: describe an organic reaction: reactants, conditions, products, and yield. Dataset: the Open Reaction Database (ORD), a public repository of structured organic reaction records Starting materials: CC(C)(C)OC(=O)N1CC(O)C(N=[N+]=[N-])C1, COCCN(CCOC)S(F)(F)F, ClCCl. The product is CC(C)(C)OC(=O)N1CC(F)C(N=[N+]=[N-])C1. As a reaction SMILES: [C:1]([CH3:2])([CH3:3])([CH3:4])[O:5][C:6](=[O:7])[N:8]1[CH2:9][CH:10]([N:14]=[N+:15]=[N-:16])[CH:11]([OH:13])[CH2:12]1.[CH3:17][O:18][CH2:19][CH2:20][N:21]([S:22]([F:23])([F:24])[F:27])[CH2:25][CH2:26][O:28][CH3:29].[Cl:30][CH2:31][Cl:32]>>[C:1]([CH3:2])([CH3:3])([CH3:4])[O:5][C:6](=[O:7])[N:8]1[CH2:9][CH:10]([N:14]=[N+:15]=[N-:16])[CH:11]([F:27])[CH2:12]1. The reactants are C(#N)C1=CC=C(CNC(C(OCC)C2=C(C=C(C=C2F)B2OC(C(O2)(C)C)(C)C)F)=O)C=C1 ((RS)-N-(4-cyano-benzyl)-2-[2,6-difluoro-4-(4,4,5,5-tetramethyl-[1,3,2]dioxaborolan-2-yl)-phenyl]-2-ethoxy-acetamide), BrC1=C(C=O)C=CC=C1 (2-bromobenzaldehyde). Yields the product C(#N)C1=CC=C(CNC(C(OCC)C2=C(C=C(C=C2F)C2=C(C=CC=C2)C=O)F)=O)C=C1 ((RS)-N-(4-cyano-benzyl)-2-(3,5-difluoro-2′-formyl-biphenyl-4-yl)-2-ethoxy-acetamide). Reaction SMILES: [C:1]([C:3]1[CH:33]=[CH:32][C:6]([CH2:7][NH:8][C:9](=[O:31])[CH:10]([C:14]2[C:19]([F:20])=[CH:18][C:17](B3OC(C)(C)C(C)(C)O3)=[CH:16][C:15]=2[F:30])[O:11][CH2:12][CH3:13])=[CH:5][CH:4]=1)#[N:2].Br[C:35]1[CH:42]=[CH:41][CH:40]=[CH:39][C:36]=1[CH:37]=[O:38]>>[C:1]([C:3]1[CH:33]=[CH:32][C:6]([CH2:7][NH:8][C:9](=[O:31])[CH:10]([C:14]2[C:15]([F:30])=[CH:16][C:17]([C:35]3[CH:42]=[CH:41][CH:40]=[CH:39][C:36]=3[CH:37]=[O:38])=[CH:18][C:19]=2[F:20])[O:11][CH2:12][CH3:13])=[CH:5][CH:4]=1)#[N:2]. Reported procedure: In analogy to example 262.2, (RS)-N-(4-cyano-benzyl)-2-[2,6-difluoro-4-(4,4,5,5-tetramethyl-[1,3,2]dioxaborolan-2-yl)-phenyl]-2-ethoxy-acetamide (example 262.1) was reacted with 2-bromobenzaldehyde to give (RS)-N-(4-cyano-benzyl)-2-(3,5-difluoro-2′-formyl-biphenyl-4-yl)-2-ethoxy-acetamide. Off-white solid. MS 435.0 ([M+H]+) The reactants are Cc1noc(C)c1CCl, O=C(c1cc(C(F)(F)F)cc(C(F)(F)F)c1)N1CCC2(CC1)C(=O)NCN2c1ccccc1Cl. Product: Cc1noc(C)c1CN1CN(c2ccccc2Cl)C2(CCN(C(=O)c3cc(C(F)(F)F)cc(C(F)(F)F)c3)CC2)C1=O. RXN SMILES: [Cl:35][CH2:36][c:37]1[c:38]([CH3:43])[n:39][o:40][c:41]1[CH3:42].[F:1][C:2]([c:3]1[cH:4][c:5]([C:6](=[O:7])[N:8]2[CH2:9][CH2:10][C:11]3([C:12](=[O:23])[NH:13][CH2:14][N:15]3[c:16]3[c:17]([Cl:22])[cH:18][cH:19][cH:20][cH:21]3)[CH2:24][CH2:25]2)[cH:26][c:27]([C:29]([F:30])([F:31])[F:32])[cH:28]1)([F:33])[F:34]>>[F:1][C:2]([c:3]1[cH:4][c:5]([C:6](=[O:7])[N:8]2[CH2:9][CH2:10][C:11]3([C:12](=[O:23])[N:13]([CH2:36][c:37]4[c:38]([CH3:43])[n:39][o:40][c:41]4[CH3:42])[CH2:14][N:15]3[c:16]3[c:17]([Cl:22])[cH:18][cH:19][cH:20][cH:21]3)[CH2:24][CH2:25]2)[cH:26][c:27]([C:29]([F:30])([F:31])[F:32])[cH:28]1)([F:33])[F:34]. Starting materials: C(C)OC(C(=O)C1C(C=2C=C(N=CC2CC1)Cl)=O)=O ((3-Chloro-5-oxo-5,6,7,8-tetrahydro-isoquinolin-6-yl)-oxo-acetic acid ethyl ester), NN.O (H2NNH2.H2O). Solvent: CCO (EtOH). Reaction SMILES: [CH2:1]([O:3][C:4](=[O:19])[C:5]([CH:7]1[CH2:16][CH2:15][C:14]2[CH:13]=[N:12][C:11]([Cl:17])=[CH:10][C:9]=2[C:8]1=O)=O)[CH3:2].[NH2:20][NH2:21].O>CCO>[CH2:1]([O:3][C:4]([C:5]1[NH:20][N:21]=[C:8]2[C:9]3[C:14](=[CH:13][N:12]=[C:11]([Cl:17])[CH:10]=3)[CH2:15][CH2:16][C:7]=12)=[O:19])[CH3:2] |f:1.2|. Product: C(C)OC(=O)C=1NN=C2C1CCC1=CN=C(C=C21)Cl (8-Chloro-4,5-dihydro-2H-1,2,7-triaza-cyclopenta[a]naphthalene-3-carboxylic acid ethyl ester). Procedure: (3-Chloro-5-oxo-5,6,7,8-tetrahydro-isoquinolin-6-yl)-oxo-acetic acid ethyl ester (1.4 g; 4.8 mmol) in EtOH (15 ml) is combined with H2NNH2.H2O (242 mg; 4.8 mmol) and refluxed for 1 hour. The mixture is left over night at room temperature and delivers the title compound as yellowish crystals. 1H-NMR (400 MHz; DMSO-d6): 8.37 (s, 1H); 7.68 (s, 1H); 4.36 (q, 2H); 3.5 (bs, 1H); 2.99 (m, 2H); 2.97 (m, 2H); 1.35 (t, 3H). MS (m/z) ES+: 278 (MH+). The reactants are CC#N, Cc1cccc2cc(C=O)c(Cl)nc12, [Na+], [Na+], O=C([O-])[O-], O, Cc1ccccc1B(O)O, c1ccc(P(c2ccccc2)(c2ccccc2)[Pd](P(c2ccccc2)(c2ccccc2)c2ccccc2)(P(c2ccccc2)(c2ccccc2)c2ccccc2)P(c2ccccc2)(c2ccccc2)c2ccccc2)cc1. Product: Cc1ccccc1-c1nc2c(C)cccc2cc1C=O. RXN SMILES: [CH3:31][C:32]#[N:33].[Cl:1][c:2]1[n:3][c:4]2[c:5]([CH3:14])[cH:6][cH:7][cH:8][c:9]2[cH:10][c:11]1[CH:12]=[O:13].[Na+:25].[Na+:26].[O-:27][C:28](=[O:29])[O-:30].[OH2:34].[c:15]1([CH3:24])[c:16]([B:21]([OH:22])[OH:23])[cH:17][cH:18][cH:19][cH:20]1.[cH:35]1[cH:36][cH:37][c:38]([P:39]([Pd:40]([P:41]([c:42]2[cH:43][cH:44][cH:45][cH:46][cH:47]2)([c:48]2[cH:49][cH:50][cH:51][cH:52][cH:53]2)[c:54]2[cH:55][cH:56][cH:57][cH:58][cH:59]2)([P:60]([c:61]2[cH:62][cH:63][cH:64][cH:65][cH:66]2)([c:67]2[cH:68][cH:69][cH:70][cH:71][cH:72]2)[c:73]2[cH:74][cH:75][cH:76][cH:77][cH:78]2)[P:79]([c:80]2[cH:81][cH:82][cH:83][cH:84][cH:85]2)([c:86]2[cH:87][cH:88][cH:89][cH:90][cH:91]2)[c:92]2[cH:93][cH:94][cH:95][cH:96][cH:97]2)([c:98]2[cH:99][cH:100][cH:101][cH:102][cH:103]2)[c:104]2[cH:105][cH:106][cH:107][cH:108][cH:109]2)[cH:110][cH:111]1>>[c:2]1(-[c:16]2[c:15]([CH3:24])[cH:20][cH:19][cH:18][cH:17]2)[n:3][c:4]2[c:5]([CH3:14])[cH:6][cH:7][cH:8][c:9]2[cH:10][c:11]1[CH:12]=[O:13]. The reactants are BrC(Br)(Br)Br, O=C([O-])O, ClCCl, [Na+], O, COC(=O)COc1cccc2c1ccn2CCO, c1ccc(P(c2ccccc2)c2ccccc2)cc1. Yields the product COC(=O)COc1cccc2c1ccn2CCBr. As a reaction SMILES: [Br:20][C:21]([Br:22])([Br:23])[Br:24].[C:43](=[O:44])([O-:45])[OH:46].[CH2:48]([Cl:49])[Cl:50].[Na+:47].[OH2:51].[OH:25][CH2:26][CH2:27][n:28]1[cH:29][cH:30][c:31]2[c:32]([O:37][CH2:38][C:39](=[O:40])[O:41][CH3:42])[cH:33][cH:34][cH:35][c:36]12.[c:1]1([P:2]([c:3]2[cH:4][cH:5][cH:6][cH:7][cH:8]2)[c:9]2[cH:10][cH:11][cH:12][cH:13][cH:14]2)[cH:15][cH:16][cH:17][cH:18][cH:19]1>>[CH2:21]([Br:24])[CH2:27][n:28]1[cH:29][cH:30][c:31]2[c:32]([O:37][CH2:38][C:39](=[O:40])[O:41][CH3:42])[cH:33][cH:34][cH:35][c:36]12.